Dataset: the Open Reaction Database (ORD), a public repository of structured organic reaction records. Task: describe an organic reaction: reactants, conditions, products, and yield The reactants are FC1=C(C=CC(=C1)I)NC1=C(C(=O)O)C=CN=C1 (3-[(2-fluoro-4-iodophenyl)amino]isonicotinic acid), FC1=C(C=CC(=C1)I)NC1=C(C(=O)O)C=CN=C1 (3-[(2-fluoro-4-iodophenyl)amino]isonicotinic acid), COC=1C=C(N)C=CC1 (3-methoxyaniline). Yields the product FC1=C(C=CC(=C1)I)NC1=C(C(=O)NC2=CC(=CC=C2)OC)C=CN=C1 (3-[(2-fluoro-4-iodophenyl)amino]-N-(3-methoxyphenyl)isonicotinamide). RXN SMILES: [F:1][C:2]1[CH:7]=[C:6]([I:8])[CH:5]=[CH:4][C:3]=1[NH:9][C:10]1[CH:18]=[N:17][CH:16]=[CH:15][C:11]=1[C:12]([OH:14])=O.[CH3:19][O:20][C:21]1[CH:22]=[C:23]([CH:25]=[CH:26][CH:27]=1)[NH2:24]>>[F:1][C:2]1[CH:7]=[C:6]([I:8])[CH:5]=[CH:4][C:3]=1[NH:9][C:10]1[CH:18]=[N:17][CH:16]=[CH:15][C:11]=1[C:12]([NH:24][C:23]1[CH:25]=[CH:26][CH:27]=[C:21]([O:20][CH3:19])[CH:22]=1)=[O:14]. Procedure: 3-[(2-fluoro-4-iodophenyl)amino]-N-(3-methoxyphenyl)isonicotinamide was synthesized according to the procedure for General Method 1, outlined above, starting with 0.31 mmol of 3-[(2-fluoro-4-iodophenyl)amino]isonicotinic acid (intermediate 1) and 0.46 mmol of 3-methoxyaniline. LC/MS [6.40 min; 464 (M+1)] Starting materials: N1=CC=CC=C1 (pyridine), P(Cl)(Cl)(Cl)(Cl)Cl (phosphorus pentachloride), N-hydrochloric acid, C(C)N1N=NN=C1SCC=1CS[C@H]2N(C1C(=O)OC(C1=CC=CC=C1)C1=CC=CC=C1)C([C@H]2NC(CC=2SC=CC2)=O)=O (diphenylmethyl 3-(1-ethyltetrazol-5-yl-thiomethyl)-7β-(2-thienylacetamido)-ceph-3-em-4-carboxylate), CO (methanol). Run in C(Cl)Cl (methylene dichloride), C(Cl)Cl (methylene dichloride), C(Cl)Cl (methylene dichloride), C(Cl)Cl (methylene dichloride). Reaction conditions: time 10 minute. Yields the product N[C@H]1[C@@H]2N(C(=C(CS2)CSC2=NN=NN2CC)C(=O)OC(C2=CC=CC=C2)C2=CC=CC=C2)C1=O (Diphenylmethyl 7β-Amino-3-(1-ethyltetrazol-5-yl-thiomethyl)-ceph-3-em-4-carboxylate). Isolated yield 57.8%. Reaction SMILES: N1C=CC=CC=1.P(Cl)(Cl)(Cl)(Cl)Cl.[CH2:13]([N:15]1[C:19]([S:20][CH2:21][C:22]2[CH2:23][S:24][C@@H:25]3[C@H:45]([NH:46]C(=O)CC4SC=CC=4)[C:44](=[O:55])[N:26]3[C:27]=2[C:28]([O:30][CH:31]([C:38]2[CH:43]=[CH:42][CH:41]=[CH:40][CH:39]=2)[C:32]2[CH:37]=[CH:36][CH:35]=[CH:34][CH:33]=2)=[O:29])=[N:18][N:17]=[N:16]1)[CH3:14].CO>C(Cl)Cl>[NH2:46][C@@H:45]1[C:44](=[O:55])[N:26]2[C:27]([C:28]([O:30][CH:31]([C:38]3[CH:39]=[CH:40][CH:41]=[CH:42][CH:43]=3)[C:32]3[CH:33]=[CH:34][CH:35]=[CH:36][CH:37]=3)=[O:29])=[C:22]([CH2:21][S:20][C:19]3[N:15]([CH2:13][CH3:14])[N:16]=[N:17][N:18]=3)[CH2:23][S:24][C@H:25]12. Reported procedure: A solution of pyridine (2.13 ml) in dry methylene dichloride (10 ml) was added, over 5 minutes, to a stirred suspension of phosphorus pentachloride (5.47g) in methylene dichloride (20ml). After 10 minutes, the suspension was cooled to 0°, and a solution of diphenylmethyl 3-(1-ethyltetrazol-5-yl-thiomethyl)-7β-(2-thienylacetamido)-ceph-3-em-4-carboxylate (8.3g) in methylene dichloride (40 ml) was added, dropwise, over 10 minutes. The resulting solution was stirred for a further 1 hour, during whi... The reactants are CC(C)(C)OC(=O)N1CCC(C(O)c2ccc(Br)cc2)CC1, Fc1cccc(F)n1, [H-], [Na+], CN(C)C=O. The product is CC(C)(C)OC(=O)N1CCC(C(Oc2cccc(F)n2)c2ccc(Br)cc2)CC1. Reaction SMILES: [C:1]([CH3:2])([CH3:3])([CH3:4])[O:5][C:6](=[O:7])[N:8]1[CH2:9][CH2:10][CH:11]([CH:14]([OH:15])[c:16]2[cH:17][cH:18][c:19]([Br:22])[cH:20][cH:21]2)[CH2:12][CH2:13]1.[F:25][c:26]1[n:27][c:28]([F:32])[cH:29][cH:30][cH:31]1.[H-:24].[Na+:23].[O:33]=[CH:34][N:35]([CH3:36])[CH3:37]>>[C:1]([CH3:2])([CH3:3])([CH3:4])[O:5][C:6](=[O:7])[N:8]1[CH2:9][CH2:10][CH:11]([CH:14]([O:15][c:28]2[n:27][c:26]([F:25])[cH:31][cH:30][cH:29]2)[c:16]2[cH:17][cH:18][c:19]([Br:22])[cH:20][cH:21]2)[CH2:12][CH2:13]1. Reported procedure: A solution of bromine (2.2 ml) in chloroform (20 ml) was added dropwise to a stirred solution of 2-(2,6-dichloro-4-trifluoromethylphenylazo)-3-oxobutanenitrile (13.0g) in chloroform (20 ml) maintained at 50° C. The solution was then refluxed for 20 minutes, cooled, washed with water (4×50 ml), dried over magnesium sulfate, filtered and evaporated to give 4-bromo-2-(2,6-dichloro-4-trifluoromethylphenylazo)-3-oxobutanenitrile (16.0g) as a brown oil. Reactants: BrBr (bromine), ClC1=C(C(=CC(=C1)C(F)(F)F)Cl)N=NC(C#N)C(C)=O (2-(2,6-dichloro-4-trifluoromethylphenylazo)-3-oxobutanenitrile). As a reaction SMILES: [Br:1]Br.[Cl:3][C:4]1[CH:9]=[C:8]([C:10]([F:13])([F:12])[F:11])[CH:7]=[C:6]([Cl:14])[C:5]=1[N:15]=[N:16][CH:17]([C:20](=[O:22])[CH3:21])[C:18]#[N:19]>C(Cl)(Cl)Cl>[Br:1][CH2:21][C:20](=[O:22])[CH:17]([N:16]=[N:15][C:5]1[C:4]([Cl:3])=[CH:9][C:8]([C:10]([F:12])([F:13])[F:11])=[CH:7][C:6]=1[Cl:14])[C:18]#[N:19]. Conditions: temperature 50 celsius. Run in C(Cl)(Cl)Cl (chloroform), C(Cl)(Cl)Cl (chloroform). Yields the product BrCC(C(C#N)N=NC1=C(C=C(C=C1Cl)C(F)(F)F)Cl)=O (4-bromo-2-(2,6-dichloro-4-trifluoromethylphenylazo)-3-oxobutanenitrile). The reactants are CCOC(C)=O, CNC, O=C(Cl)c1cccc([N+](=O)[O-])c1, C1COCCO1. The product is CN(C)C(=O)c1cccc([N+](=O)[O-])c1. As a reaction SMILES: [CH3:16][CH2:17][O:18][C:19](=[O:20])[CH3:21].[CH3:1][NH:2][CH3:3].[N+:4](=[O:5])([O-:6])[c:7]1[cH:8][c:9]([C:10](=[O:11])[Cl:12])[cH:13][cH:14][cH:15]1.[O:22]1[CH2:23][CH2:24][O:25][CH2:26][CH2:27]1>>[CH3:1][N:2]([CH3:3])[C:10]([c:9]1[cH:8][c:7]([N+:4](=[O:5])[O-:6])[cH:15][cH:14][cH:13]1)=[O:11]. Starting materials: ClCCl, C[Si](C)(C)CCOCn1nc(NC2CCN(S(C)(=O)=O)CC2)c2nc(-c3c(F)cccc3F)c3ccccc3c21, O=C(O)C(F)(F)F, O. The product is CS(=O)(=O)N1CCC(Nc2n[nH]c3c2nc(-c2c(F)cccc2F)c2ccccc23)CC1. RXN SMILES: [Cl:48][CH2:49][Cl:50].[F:1][c:2]1[c:3](-[c:9]2[n:10][c:11]3[c:12]([c:13]4[cH:14][cH:15][cH:16][cH:17][c:18]24)[n:19]([CH2:33][O:34][CH2:35][CH2:36][Si:37]([CH3:38])([CH3:39])[CH3:40])[n:20][c:21]3[NH:22][CH:23]2[CH2:24][CH2:25][N:26]([S:29](=[O:30])(=[O:31])[CH3:32])[CH2:27][CH2:28]2)[c:4]([F:8])[cH:5][cH:6][cH:7]1.[F:41][C:42]([F:43])([F:44])[C:45]([OH:46])=[O:47].[OH2:51]>>[F:1][c:2]1[c:3](-[c:9]2[n:10][c:11]3[c:12]([c:13]4[cH:14][cH:15][cH:16][cH:17][c:18]24)[nH:19][n:20][c:21]3[NH:22][CH:23]2[CH2:24][CH2:25][N:26]([S:29](=[O:30])(=[O:31])[CH3:32])[CH2:27][CH2:28]2)[c:4]([F:8])[cH:5][cH:6][cH:7]1. Reactants: C(C)(=O)[O-].[K+] (Potassium acetate), NC1=NC=2C=CC=CC2C2=C1N=C(N2CC2(CCCCC2)O)CCl (1-{[4-amino-2-(chloromethyl)-1H-imidazo[4,5-c]quinolin-1-yl]methyl}cyclohexanol). Solvent: CN(C)C=O (DMF). Reaction conditions: time 8 hour. The product is C(C)(=O)OCC=1N(C2=C(C(=NC=3C=CC=CC23)N)N1)CC1(CCCCC1)O ([4-amino-1-(1-hydroxycyclohexylmethyl)-1H-imidazo[4,5-c]quinolin-2-yl]methyl acetate). Reaction SMILES: [C:1]([O-:4])(=[O:3])[CH3:2].[K+].[NH2:6][C:7]1[C:16]2[N:17]=[C:18]([CH2:28]Cl)[N:19]([CH2:20][C:21]3([OH:27])[CH2:26][CH2:25][CH2:24][CH2:23][CH2:22]3)[C:15]=2[C:14]2[CH:13]=[CH:12][CH:11]=[CH:10][C:9]=2[N:8]=1>CN(C=O)C>[C:1]([O:4][CH2:28][C:18]1[N:19]([CH2:20][C:21]2([OH:27])[CH2:22][CH2:23][CH2:24][CH2:25][CH2:26]2)[C:15]2[C:14]3[CH:13]=[CH:12][CH:11]=[CH:10][C:9]=3[N:8]=[C:7]([NH2:6])[C:16]=2[N:17]=1)(=[O:3])[CH3:2] |f:0.1|. Procedure details: Potassium acetate (0.28 g, 2.89 mmol) was added to a solution of 1-{[4-amino-2-(chloromethyl)-1H-imidazo[4,5-c]quinolin-1-yl]methyl}cyclohexanol (0.83 g, 2.41 mmol) in DMF (10 mL). The reaction mixture was stirred at ambient temperature overnight and then concentrated under reduced pressure to provide crude [4-amino-1-(1-hydroxycyclohexylmethyl)-1H-imidazo[4,5-c]quinolin-2-yl]methyl acetate.